This data is from the Open Reaction Database (ORD), a public repository of structured organic reaction records. The task is: describe an organic reaction: reactants, conditions, products, and yield Reactants: [N-]=[N+]=[N-].[Na+] (sodium azide), ClCCOC1=CC2=C([C@]3([C@@](O2)([C@@H](C[C@@H]3O)C3=CC=CC=C3)C3=CC=C(C=C3)Cl)O)C=C1 ((1S*,3S*,3aR*,8bS*)-6-(2-Chloroethoxy)-3a-(4-chlorophenyl)-3-phenyl-2,3,3a,8b-tetrahydrocyclopenta[b]benzofuran-1,8b-(1H)-diol). Solvent: CN(C)C=O (DMF). Run at temperature 100 celsius. Product: N(=[N+]=[N-])CCOC1=CC2=C([C@]3([C@@](O2)([C@@H](C[C@@H]3O)C3=CC=CC=C3)C3=CC=C(C=C3)Cl)O)C=C1 ((1S*,3S*,3aR*,8bS*)-6-(2-Azidoethoxy)-3a-(4-chlorophenyl)-3-phenyl-2,3,3a,8b-tetrahydrocyclopenta[b]benzofuran-1,8b-(1H)-diol). As a reaction SMILES: [N-:1]=[N+:2]=[N-:3].[Na+].Cl[CH2:6][CH2:7][O:8][C:9]1[CH:35]=[CH:34][C:12]2[C@:13]3([OH:33])[C@@H:18]([OH:19])[CH2:17][C@@H:16]([C:20]4[CH:25]=[CH:24][CH:23]=[CH:22][CH:21]=4)[C@:14]3([C:26]3[CH:31]=[CH:30][C:29]([Cl:32])=[CH:28][CH:27]=3)[O:15][C:11]=2[CH:10]=1>CN(C=O)C>[N:1]([CH2:6][CH2:7][O:8][C:9]1[CH:35]=[CH:34][C:12]2[C@:13]3([OH:33])[C@@H:18]([OH:19])[CH2:17][C@@H:16]([C:20]4[CH:25]=[CH:24][CH:23]=[CH:22][CH:21]=4)[C@:14]3([C:26]3[CH:27]=[CH:28][C:29]([Cl:32])=[CH:30][CH:31]=3)[O:15][C:11]=2[CH:10]=1)=[N+:2]=[N-:3] |f:0.1|. Procedure details: 56.9 mg (0.87 mmol) of sodium azide are added to 200 mg (0.44 mmol) of (1S*,3S*,3aR*,8bS*)-6-(2-chloroethoxy)-3a-(4-chlorophenyl)-3-phenyl-2,3,3a,8b-tetrahydrocyclopenta[b]benzofuran-1,8b-(1H)-diol (Example 48A) in 4 ml of DMF under argon, and the mixture is heated at 100° C. overnight. After cooling and concentration, the residue is taken up in water and dichloromethane, the phases are separated, the aqueous phase is extracted twice with dichloromethane, and the combined organic phases are wash... Starting materials: OC(COS(=O)(=O)C1=CC=C(C=C1)C)C(C1=CC=CC=C1)N1C=CC2=CC=CC=C12 ((2RS,3RS)-toluene-4-sulfonic acid 2-hydroxy-3-indol-1-yl-3-phenyl-propyl ester), CN1CCNCC1 (1-methyl piperazine), C([O-])([O-])=O.[K+].[K+] (potassium carbonate). The solvent is C(C)#N (acetonitrile). Product: N1(C=CC2=CC=CC=C12)C(C(CN1CCN(CC1)C)O)C1=CC=CC=C1 ((1RS,2SR)-1-(1H-indol-1-yl)-3-(4-methylpiperazin-1-yl)-1-phenylpropan-2-ol). RXN SMILES: [OH:1][CH:2]([CH:15]([N:22]1[C:30]2[C:25](=[CH:26][CH:27]=[CH:28][CH:29]=2)[CH:24]=[CH:23]1)[C:16]1[CH:21]=[CH:20][CH:19]=[CH:18][CH:17]=1)COS(C1C=CC(C)=CC=1)(=O)=O.[CH3:31][N:32]1[CH2:37][CH2:36][NH:35][CH2:34][CH2:33]1.[C:38](=O)([O-])[O-].[K+].[K+]>C(#N)C>[N:22]1([CH:15]([C:16]2[CH:21]=[CH:20][CH:19]=[CH:18][CH:17]=2)[CH:2]([OH:1])[CH2:31][N:32]2[CH2:37][CH2:36][N:35]([CH3:38])[CH2:34][CH2:33]2)[C:30]2[C:25](=[CH:26][CH:27]=[CH:28][CH:29]=2)[CH:24]=[CH:23]1 |f:2.3.4|. Reported procedure: A mixture of (2RS,3RS)-toluene-4-sulfonic acid 2-hydroxy-3-indol-1-yl-3-phenyl-propyl ester (0.185 g, 0.4 mmol), 1-methyl piperazine (0.05 mL, 0.4 mmol) and potassium carbonate (0.07 g, 0.44 mmol) in acetonitrile (10 mL) was stirred at reflux under nitrogen for 24 hours. After cooling, the mixture was filtered and the filtrate was concentrated and purified via Biotage chromatography (5% methanol/dichloromethane) to give a white solid of (1RS,2SR)-1-(1H-indol-1-yl)-3-(4-methylpiperazin-1-yl)-1-ph... The reactants are C(C)(C)(C)OC(NC1=CC(=CC=C1)OC=1C=NC(=CC1)N)=O (tert-butyl{3-[(6-aminopyridin-3-yl)oxy]phenyl}carbamate), C(C)OC(=O)N=C=S (ethoxycarbonyl isothiocyanate), O (Water). Run in CS(=O)C (dimethyl sulfoxide). Reaction conditions: time 5 day. Product: C(C)OC(NC(=S)NC1=NC=C(C=C1)OC1=CC(=CC=C1)NC(=O)OC(C)(C)C)=O (ethyl{[(5-{3-[(tert-butoxycarbonyl)amino]phenoxy}pyridin-2-yl)amino]carbonothioyl}carbamate). Isolated yield 69.4%. Reaction SMILES: [C:1]([O:5][C:6](=[O:22])[NH:7][C:8]1[CH:13]=[CH:12][CH:11]=[C:10]([O:14][C:15]2[CH:16]=[N:17][C:18]([NH2:21])=[CH:19][CH:20]=2)[CH:9]=1)([CH3:4])([CH3:3])[CH3:2].[CH2:23]([O:25][C:26]([N:28]=[C:29]=[S:30])=[O:27])[CH3:24].O>CS(C)=O>[CH2:23]([O:25][C:26](=[O:27])[NH:28][C:29]([NH:21][C:18]1[CH:19]=[CH:20][C:15]([O:14][C:10]2[CH:11]=[CH:12][CH:13]=[C:8]([NH:7][C:6]([O:5][C:1]([CH3:4])([CH3:2])[CH3:3])=[O:22])[CH:9]=2)=[CH:16][N:17]=1)=[S:30])[CH3:24]. Procedure: To a solution of tert-butyl{3-[(6-aminopyridin-3-yl)oxy]phenyl}carbamate (4.60 g, 15.2 mmol) in dimethyl sulfoxide (90 mL) was added ethoxycarbonyl isothiocyanate (2.00 mL, 16.7 mmol), and the mixture was stirred at room temperature for 5 days. Water (200 mL) was added to the reaction mixture, and the mixture was extracted with ethyl acetate (400 mL). The organic layer was washed with 5% aqueous ammonium chloride solution (200 mL), 5% aqueous sodium hydrogen carbonate solution (200 mL) and satur... The reactants are NCCCSC1=CC=NC=C1 (4-(3-aminopropylthio)pyridine), BrC=1C=C(SC1Br)C(=O)O (4,5-dibromothiophene-2-carboxylic acid), ON1C(CCC1=O)=O (N-hydroxysuccinimide), Cl.C(C)N=C=NCCCN(C)C (1-ethyl-3-(3-dimethylaminopropyl)carbodiimide hydrochloride). Solvent: C(Cl)Cl (methylene chloride). The product is BrC=1C=C(SC1Br)C(=O)NCCCSC1=CC=NC=C1 (4-[3-(4,5-dibromothenoylamino)propylthio]pyridine). The yield is 71.8%. As a reaction SMILES: [Br:1][C:2]1[CH:3]=[C:4]([C:8]([OH:10])=O)[S:5][C:6]=1[Br:7].ON1C(=O)CCC1=O.Cl.C(N=C=NCCCN(C)C)C.[NH2:31][CH2:32][CH2:33][CH2:34][S:35][C:36]1[CH:41]=[CH:40][N:39]=[CH:38][CH:37]=1>C(Cl)Cl>[Br:1][C:2]1[CH:3]=[C:4]([C:8]([NH:31][CH2:32][CH2:33][CH2:34][S:35][C:36]2[CH:41]=[CH:40][N:39]=[CH:38][CH:37]=2)=[O:10])[S:5][C:6]=1[Br:7] |f:2.3|. Reported procedure: To a solution of 2.55 g (8.91 mmol) of 4,5-dibromothiophene-2-carboxylic acid and 1.33 g (11.6 mmol) of N-hydroxysuccinimide in 90 ml of methylene chloride, 2.05 g (10.7 mmol) of 1-ethyl-3-(3-dimethylaminopropyl)carbodiimide hydrochloride was added under ice-cooling with stirring. The mixture was stirred at room temperature for 1 hour. Further, 1.50 g (8.91 mmol) of 4-(3-aminopropylthio)pyridine was added, and the mixture was stirred at room temperature for 2 hours. The reaction mixture was wash...